Dataset: the Open Reaction Database (ORD), a public repository of structured organic reaction records. Task: describe an organic reaction: reactants, conditions, products, and yield The reactants are CCOC(=O)CCC(=O)c1ccc(SCc2c(C)cccc2C)cc1, CCO, Cl, [Na+], [OH-]. Product: Cc1cccc(C)c1CSc1ccc(C(=O)CCC(=O)O)cc1. As a reaction SMILES: [CH3:1][c:2]1[c:3]([CH2:4][S:5][c:6]2[cH:7][cH:8][c:9]([C:12]([CH2:13][CH2:14][C:15](=[O:16])[O:17][CH2:18][CH3:19])=[O:20])[cH:10][cH:11]2)[c:21]([CH3:25])[cH:22][cH:23][cH:24]1.[CH3:29][CH2:30][OH:31].[ClH:28].[Na+:27].[OH-:26]>>[CH3:1][c:2]1[c:3]([CH2:4][S:5][c:6]2[cH:7][cH:8][c:9]([C:12]([CH2:13][CH2:14][C:15](=[O:16])[OH:17])=[O:20])[cH:10][cH:11]2)[c:21]([CH3:25])[cH:22][cH:23][cH:24]1. The reactants are O=C(N(Cc1ccnc2ccccc12)C1CCNC(Cc2ccccc2)C1)C(F)(F)F, ClCCl, N, O=C(O)c1cccc(C(F)(F)F)c1, O=S(Cl)Cl. Yields the product O=C(c1cccc(C(F)(F)F)c1)N1CCC(N(Cc2ccnc3ccccc23)C(=O)C(F)(F)F)CC1Cc1ccccc1. RXN SMILES: [CH2:18]([c:19]1[cH:20][cH:21][cH:22][cH:23][cH:24]1)[CH:25]1[NH:26][CH2:27][CH2:28][CH:29]([N:31]([C:32]([C:33]([F:34])([F:35])[F:36])=[O:37])[CH2:38][c:39]2[cH:40][cH:41][n:42][c:43]3[cH:44][cH:45][cH:46][cH:47][c:48]23)[CH2:30]1.[CH2:50]([Cl:51])[Cl:52].[NH3:49].[OH:1][C:2](=[O:3])[c:4]1[cH:5][cH:6][cH:7][c:8]([C:10]([F:11])([F:12])[F:13])[cH:9]1.[S:14]([Cl:15])([Cl:16])=[O:17]>>[C:2](=[O:3])([c:4]1[cH:5][cH:6][cH:7][c:8]([C:10]([F:11])([F:12])[F:13])[cH:9]1)[N:26]1[CH:25]([CH2:18][c:19]2[cH:20][cH:21][cH:22][cH:23][cH:24]2)[CH2:30][CH:29]([N:31]([C:32]([C:33]([F:34])([F:35])[F:36])=[O:37])[CH2:38][c:39]2[cH:40][cH:41][n:42][c:43]3[cH:44][cH:45][cH:46][cH:47][c:48]23)[CH2:28][CH2:27]1. The reactants are CO, N, COC(=O)c1cccc2nc(-c3cccc(-c4ccccn4)c3)oc12. Reaction SMILES: [CH3:27][OH:28].[NH3:26].[n:1]1[c:2](-[c:7]2[cH:8][c:9](-[c:13]3[o:14][c:15]4[c:16]([n:17]3)[cH:18][cH:19][cH:20][c:21]4[C:22]([O:24][CH3:23])=[O:25])[cH:10][cH:11][cH:12]2)[cH:3][cH:4][cH:5][cH:6]1>>[n:1]1[c:2](-[c:7]2[cH:8][c:9](-[c:13]3[o:14][c:15]4[c:16]([n:17]3)[cH:18][cH:19][cH:20][c:21]4[C:22](=[O:24])[NH2:26])[cH:10][cH:11][cH:12]2)[cH:3][cH:4][cH:5][cH:6]1. Yields the product NC(=O)c1cccc2nc(-c3cccc(-c4ccccn4)c3)oc12. The reactants are [BH4-], COc1cc(Br)c(CCN)cc1O, CCO, [Na+], O=Cc1ccc(O)cc1. Product: COc1cc(Br)c(CCNCc2ccc(O)cc2)cc1O. RXN SMILES: [BH4-:23].[Br:1][c:2]1[cH:3][c:4]([O:12][CH3:13])[c:5]([OH:11])[cH:6][c:7]1[CH2:8][CH2:9][NH2:10].[CH3:25][CH2:26][OH:27].[Na+:24].[OH:14][c:15]1[cH:16][cH:17][c:18]([CH:19]=[O:20])[cH:21][cH:22]1>>[Br:1][c:2]1[cH:3][c:4]([O:12][CH3:13])[c:5]([OH:11])[cH:6][c:7]1[CH2:8][CH2:9][NH:10][CH2:19][c:18]1[cH:17][cH:16][c:15]([OH:14])[cH:22][cH:21]1. Reactants: CC(C)(C)O, COc1ccc2ccnc(Cl)c2c1, [K], CC(C)N1CC(CO)OC1c1ccccc1. Yields the product COc1ccc2ccnc(OCC3CN(C(C)C)C(c4ccccc4)O3)c2c1. RXN SMILES: [C:31]([OH:32])([CH3:33])([CH3:34])[CH3:35].[Cl:2][c:3]1[n:4][cH:5][cH:6][c:7]2[cH:8][cH:9][c:10]([O:13][CH3:14])[cH:11][c:12]12.[K:1].[OH:15][CH2:16][CH:17]1[CH2:18][N:19]([CH:28]([CH3:29])[CH3:30])[CH:20]([c:22]2[cH:23][cH:24][cH:25][cH:26][cH:27]2)[O:21]1>>[c:3]1([O:15][CH2:16][CH:17]2[CH2:18][N:19]([CH:28]([CH3:29])[CH3:30])[CH:20]([c:22]3[cH:23][cH:24][cH:25][cH:26][cH:27]3)[O:21]2)[n:4][cH:5][cH:6][c:7]2[cH:8][cH:9][c:10]([O:13][CH3:14])[cH:11][c:12]12.